Dataset: the Open Reaction Database (ORD), a public repository of structured organic reaction records. Task: describe an organic reaction: reactants, conditions, products, and yield The reactants are CC(=O)O (HOAc), C(#N)C=1N=CC(=NC1NC=1C=C2C=CC=NC2=CC1)N[C@@H](C(=O)N)C ((R)-2-(5-cyano-6-(quinolin-6-ylamino)pyrazin-2-ylamino)propanamide), [OH-].[Na+] (NaOH), OO (H2O2). Solvent: CCO (EtOH), CS(=O)C (DMSO). Reaction conditions: time 90 minute. Product: NC([C@@H](C)NC=1N=C(C(=NC1)C(=O)N)NC=1C=C2C=CC=NC2=CC1)=O ((R)-5-(1-amino-1-oxopropan-2-ylamino)-3-(quinolin-6-ylamino)pyrazine-2-carboxamide). As a reaction SMILES: [C:1]([C:3]1[N:4]=[CH:5][C:6]([NH:20][C@H:21]([CH3:25])[C:22]([NH2:24])=[O:23])=[N:7][C:8]=1[NH:9][C:10]1[CH:11]=[C:12]2[C:17](=[CH:18][CH:19]=1)[N:16]=[CH:15][CH:14]=[CH:13]2)#[N:2].[OH-].[Na+].OO.CC(O)=[O:32]>CCO.CS(C)=O>[NH2:24][C:22](=[O:23])[C@H:21]([NH:20][C:6]1[N:7]=[C:8]([NH:9][C:10]2[CH:11]=[C:12]3[C:17](=[CH:18][CH:19]=2)[N:16]=[CH:15][CH:14]=[CH:13]3)[C:3]([C:1]([NH2:2])=[O:32])=[N:4][CH:5]=1)[CH3:25] |f:1.2|. Procedure: A mixture of (R)-2-(6-chloro-5-cyanopyrazin-2-ylamino)propanamide (97 mg, 0.430 mmol), 6-aminoquinoline (62 mg, 0.430 mmol), K2CO3 (100 mg, 0.724 mmol), BINAP (30 mg, 0.048 mmol) and Pd(OAc)2 (15 mg, 0.066 mmol) in dioxane (2 mL) was degassed with Ar, then was stirred at 110 C for 20 h. The mixture was concentrated in vacuo. The residue was purified by HPLC to give (R)-2-(5-cyano-6-(quinolin-6-ylamino)pyrazin-2-ylamino)propanamide (15 mg). The compound (R)-2-(5-cyano-6-(quinolin-6-ylamino)pyrazi... The reactants are BrC1=C(C(=O)O)C=CC(=C1)F (2-bromo-4-fluorobenzoic acid), S(O)(O)(=O)=O (sulfuric acid), CO (methanol). Conditions: temperature 85 celsius, time 5 hour. The product is BrC1=C(C(=O)OC)C=CC(=C1)F (Methyl 2-bromo-4-fluorobenzoate). Yield: 95.0%. RXN SMILES: [Br:1][C:2]1[CH:10]=[C:9]([F:11])[CH:8]=[CH:7][C:3]=1[C:4]([OH:6])=[O:5].S(=O)(=O)(O)O.[CH3:17]O>>[Br:1][C:2]1[CH:10]=[C:9]([F:11])[CH:8]=[CH:7][C:3]=1[C:4]([O:6][CH3:17])=[O:5]. Reported procedure: Into a round-bottom flask, was placed a solution of 2-bromo-4-fluorobenzoic acid (21.8 g, 99.5 mmol, 1.00 equiv) in a solvent mixture of sulfuric acid (20 mL) and methanol (20 mL). The resulting solution was stirred for 5 h at 85° C., then cooled and cooled and concentrated in vacuo. The residue was diluted with ethyl acetate (200 mL) and washed with brine (200 mL) then aqueous NaHCO3 (100 mL. Note: gas evolution), dried (Na2SO4), filtered and concentrated in vacuo to obtain the title compound a... The reactants are ClC=1C=C(CNC2=C(C(C(=O)O)=CC=C2)C(=O)O)C=CC1 (3-(3-Chloro-benzylamino)-phthalic acid), O=C1NC(CCC1N1C(C2=CC=CC(=C2C1=O)NCCOC)=O)=O (2-(2,6-dioxo-piperidin-3-yl)-4-(2-methoxy-ethylamino)-isoindole-1,3-dione). Run in C(C)OCC (diethyl ether). The product is ClC=1C=C(CNC2=C3C(N(C(C3=CC=C2)=O)C2C(NC(CC2)=O)=O)=O)C=CC1 (4-(3-Chloro-benzylamino)-2-(2,6-dioxo-piperidin-3-yl)-isoindole-1,3-dione). Yield: 89.0%. As a reaction SMILES: [Cl:1][C:2]1[CH:3]=[C:4]([CH:19]=[CH:20][CH:21]=1)[CH2:5][NH:6][C:7]1[CH:15]=[CH:14][CH:13]=[C:9]([C:10]([OH:12])=O)[C:8]=1[C:16]([OH:18])=O.[O:22]=[C:23]1[CH:28]([N:29]2C(=O)C3C(=CC=CC=3NCCOC)C2=O)[CH2:27][CH2:26][C:25](=[O:45])[NH:24]1>C(OCC)C>[Cl:1][C:2]1[CH:3]=[C:4]([CH:19]=[CH:20][CH:21]=1)[CH2:5][NH:6][C:7]1[CH:15]=[CH:14][CH:13]=[C:9]2[C:8]=1[C:16](=[O:18])[N:29]([CH:28]1[CH2:27][CH2:26][C:25](=[O:45])[NH:24][C:23]1=[O:22])[C:10]2=[O:12]. Procedure: 3-(3-Chloro-benzylamino)-phthalic acid (4.8 mmol) was treated in the same manner as described above for the synthesis of 2-(2,6-dioxo-piperidin-3-yl)-4-(2-methoxy-ethylamino)-isoindole-1,3-dione. The solid yellow residue was slurried in diethyl ether (30 ml) for 18 h and filtered to give 1.42 g (89%) of product as a yellow solid: mp 207–209° C.; 1H NMR (DMSO-d6) δ 11.11 (s, 1H), 7.55–7.28 (m, 6H), 7.03 (d, J=7.0 Hz, 1H), 6.95 (d, J=8.6 Hz, 1H), 5.08 (dd, J=5.4 and 12.4 Hz, 1H), 4.58 (d, J=6.3 Hz... Reactants: CC(C)([O-])C.[K+] (potassium tert-butoxide), COC=1C=C(C=CC1OC)C=1CCC(NN1)=O (6-(3,4-dimethoxyphenyl)-2,3,4,5-tetrahydropyridazin-3-one), C(C1=CN=CC=C1)(=O)NC1=CC=C(CCl)C=C1 (4-nicotinoylaminobenzyl chloride). Run in C1CCOC1 (THF). Conditions: time 30 minute. Product: C(C1=CN=CC=C1)(=O)NC1=CC=C(CN2N=C(CCC2=O)C2=CC(=C(C=C2)OC)OC)C=C1 (2-(4-nicotinoylaminobenzyl)-6-(3,4-dimethoxyphenyl)-2,3,4,5-tetrahydropyridazin-3-one). As a reaction SMILES: [CH3:1][O:2][C:3]1[CH:4]=[C:5]([C:11]2[CH2:12][CH2:13][C:14](=[O:17])[NH:15][N:16]=2)[CH:6]=[CH:7][C:8]=1[O:9][CH3:10].CC(C)([O-])C.[K+].[C:24]([NH:32][C:33]1[CH:40]=[CH:39][C:36]([CH2:37]Cl)=[CH:35][CH:34]=1)(=[O:31])[C:25]1[CH:30]=[CH:29][CH:28]=[N:27][CH:26]=1>C1COCC1>[C:24]([NH:32][C:33]1[CH:40]=[CH:39][C:36]([CH2:37][N:15]2[C:14](=[O:17])[CH2:13][CH2:12][C:11]([C:5]3[CH:6]=[CH:7][C:8]([O:9][CH3:10])=[C:3]([O:2][CH3:1])[CH:4]=3)=[N:16]2)=[CH:35][CH:34]=1)(=[O:31])[C:25]1[CH:30]=[CH:29][CH:28]=[N:27][CH:26]=1 |f:1.2|. Procedure details: A suspension of 4.70 g of 6-(3,4-dimethoxyphenyl)-2,3,4,5-tetrahydropyridazin-3-one ("A") in 150 ml of THF is treated with 2.24 g of potassium tert-butoxide and the mixture is stirred for 30 minutes. 7.32 g of 4-nicotinoylaminobenzyl chloride is added and the mixture is subsequently stirred at room temperature for 10 hours. The solvent is removed and the residue is worked up in the customary manner. 2-(4-nicotinoylaminobenzyl)-6-(3,4-dimethoxyphenyl)-2,3,4,5-tetrahydropyridazin-3-one is obtained... The reactants are ClC=1C(=CC(N(C1)C(C(=O)O)C)=O)C1=C(C=CC(=C1)Cl)C#N (2-[5-chloro-4-(5-chloro-2-cyanophenyl)-2-oxopyridin-1(2H)-yl]propanoic acid), NC1=CC=C(C(=O)OC(C)(C)C)C=C1 (tert-butyl 4-aminobenzoate). Yields the product ClC=1C(=CC(N(C1)C(C(=O)NC1=CC=C(C(=O)OC(C)(C)C)C=C1)C)=O)C1=C(C=CC(=C1)Cl)C#N (tert-Butyl 4-({2-[5-chloro-4-(5-chloro-2-cyanophenyl)-2-oxopyridin-1(2H)-yl]propanoyl}amino)benzoate). As a reaction SMILES: [Cl:1][C:2]1[C:3]([C:14]2[CH:19]=[C:18]([Cl:20])[CH:17]=[CH:16][C:15]=2[C:21]#[N:22])=[CH:4][C:5](=[O:13])[N:6]([CH:8]([CH3:12])[C:9]([OH:11])=O)[CH:7]=1.[NH2:23][C:24]1[CH:36]=[CH:35][C:27]([C:28]([O:30][C:31]([CH3:34])([CH3:33])[CH3:32])=[O:29])=[CH:26][CH:25]=1>>[Cl:1][C:2]1[C:3]([C:14]2[CH:19]=[C:18]([Cl:20])[CH:17]=[CH:16][C:15]=2[C:21]#[N:22])=[CH:4][C:5](=[O:13])[N:6]([CH:8]([CH3:12])[C:9]([NH:23][C:24]2[CH:36]=[CH:35][C:27]([C:28]([O:30][C:31]([CH3:32])([CH3:33])[CH3:34])=[O:29])=[CH:26][CH:25]=2)=[O:11])[CH:7]=1. Procedure details: 135 mg (purity 93%, 0.37 mmol) of 2-[5-chloro-4-(5-chloro-2-cyanophenyl)-2-oxopyridin-1(2H)-yl]propanoic acid (racemate) and 1.2 eq. of tert-butyl 4-aminobenzoate were reacted according to General Method 5A. Yield: 281 mg (purity 58%, 85% of theory) Reactants: C(C)(C)(C)OC(=O)N1CCC(CC1)(C1=CC=CC=C1)COC(C(=O)O)C1=CC(=CC(=C1)C(F)(F)F)C(F)(F)F (2-(1-tert-Butoxycarbonyl-4-phenylpiperidine-4-yl)methoxy-2-(3,5-bis(trifluoromethyl)phenyl)acetic acid), [Li]CCCC (n-BuLi), C(C1=CC=CC=C1)[C@H]1NC(OC1)=O ((4R)-(+)-4-benzyl-2-oxazolidinone), C(C(=O)Cl)(=O)Cl (oxalyl chloride). Run in CN(C=O)C (Dimethylformamide), ClCCl (dichloromethane), O1CCCC1 (tetrahydrofuran). Run at temperature 25 celsius, time 0.5 hour. The product is C(C)(C)(C)OC(=O)N1CCC(CC1)(C1=CC=CC=C1)COC(C(=O)N1C(OC[C@H]1CC1=CC=CC=C1)=O)C1=CC(=CC(=C1)C(F)(F)F)C(F)(F)F ((4R)-3-[2-(1-tert-Butoxycarbonyl-4-phenylpiperidine4-yl)methoxy-2-(3,5-bis(trifluoromethyl)phenyl)acetyl]-4-benzyl-2-oxazolidinone). Reaction SMILES: [C:1]([O:5][C:6]([N:8]1[CH2:13][CH2:12][C:11]([CH2:20][O:21][CH:22]([C:26]2[CH:31]=[C:30]([C:32]([F:35])([F:34])[F:33])[CH:29]=[C:28]([C:36]([F:39])([F:38])[F:37])[CH:27]=2)[C:23]([OH:25])=O)([C:14]2[CH:19]=[CH:18][CH:17]=[CH:16][CH:15]=2)[CH2:10][CH2:9]1)=[O:7])([CH3:4])([CH3:3])[CH3:2].C(Cl)(=O)C(Cl)=O.[Li]CCCC.[CH2:51]([C@@H:58]1[CH2:62][O:61][C:60](=[O:63])[NH:59]1)[C:52]1[CH:57]=[CH:56][CH:55]=[CH:54][CH:53]=1>ClCCl.O1CCCC1.CN(C)C=O>[C:1]([O:5][C:6]([N:8]1[CH2:9][CH2:10][C:11]([CH2:20][O:21][CH:22]([C:26]2[CH:31]=[C:30]([C:32]([F:33])([F:35])[F:34])[CH:29]=[C:28]([C:36]([F:39])([F:38])[F:37])[CH:27]=2)[C:23]([N:59]2[C@H:58]([CH2:51][C:52]3[CH:57]=[CH:56][CH:55]=[CH:54][CH:53]=3)[CH2:62][O:61][C:60]2=[O:63])=[O:25])([C:14]2[CH:15]=[CH:16][CH:17]=[CH:18][CH:19]=2)[CH2:12][CH2:13]1)=[O:7])([CH3:2])([CH3:4])[CH3:3]. Reported procedure: The compound of step (a) above (1.0 g, 1.7 mmol) was dissolved in anhydrous dichloromethane (50 ml). Dimethylformamide(0.05 ml) was added followed by oxalyl chloride (0.2 ml, 2.3 mmol) dropwise. After stirring at 25° C. for 0.5 hours the solvent was removed in vacuo. The resulting residue was azeotroped with toluene (2×50 ml) then, as a solution in anhydrous toluene (5 ml), added at -78° C. to the lithium anion of (4R)-4-benzyl-2-oxazolidinone (generated by adding n-BuLi (1.1 ml, 1.6M, 1.7 mmol)... The reactants are [N+](=O)([O-])C1=CC=C(OC=2C=C(C(=O)O)C=C(C2)OC2=CC=C(C=C2)[N+](=O)[O-])C=C1 (3,5-bis (4-nitrophenoxy) benzoic acid), S(=O)(Cl)Cl (thionyl chloride), S(=O)(Cl)Cl (thionyl chloride). Yields the product [N+](=O)([O-])C1=CC=C(OC=2C=C(C(=O)Cl)C=C(C2)OC2=CC=C(C=C2)[N+](=O)[O-])C=C1 (3,5-Bis (4-nitrophenoxy)benzoyl chloride). RXN SMILES: [N+:1]([C:4]1[CH:29]=[CH:28][C:7]([O:8][C:9]2[CH:10]=[C:11]([CH:15]=[C:16]([O:18][C:19]3[CH:24]=[CH:23][C:22]([N+:25]([O-:27])=[O:26])=[CH:21][CH:20]=3)[CH:17]=2)[C:12](O)=[O:13])=[CH:6][CH:5]=1)([O-:3])=[O:2].S(Cl)([Cl:32])=O>>[N+:1]([C:4]1[CH:29]=[CH:28][C:7]([O:8][C:9]2[CH:10]=[C:11]([CH:15]=[C:16]([O:18][C:19]3[CH:24]=[CH:23][C:22]([N+:25]([O-:27])=[O:26])=[CH:21][CH:20]=3)[CH:17]=2)[C:12]([Cl:32])=[O:13])=[CH:6][CH:5]=1)([O-:3])=[O:2]. Procedure: A mixture of 3,5-bis (4-nitrophenoxy) benzoic acid (51.9 g, 0.131 mol) and thionyl chloride (478 ml, 6.55 mol) are heated at reflux for 5 hours, with the excess thionyl chloride being removed by distillation. The residue is dried at 85° C. under vacuum overnight in the same reactor. The reactants are [H-].[Na+] (sodium hydride), BrCCCCCCCCCC (1-bromodecane), CN(P(=O)(N(C)C)N(C)C)C (hexamethylphosphoramide), ClC1=CC=C(OCC(CN2C=NC=C2)O)C=C1 (1-[3'-(4"-chlorophenoxy)-2'-hydroxypropyl]imidazole), CN(P(=O)(N(C)C)N(C)C)C (hexamethylphosphoramide). Run in O (water). Conditions: time 1 hour. Product: ClC1=CC=C(OCC(CN2C=NC=C2)OCCCCCCCCCC)C=C1 (1-[3'-(4"-chlorophenoxy)-2'-(n-decyloxy)propyl]imidazole). As a reaction SMILES: [H-].[Na+].[Cl:3][C:4]1[CH:19]=[CH:18][C:7]([O:8][CH2:9][CH:10]([OH:17])[CH2:11][N:12]2[CH:16]=[CH:15][N:14]=[CH:13]2)=[CH:6][CH:5]=1.CN(C)P(N(C)C)(N(C)C)=O.Br[CH2:32][CH2:33][CH2:34][CH2:35][CH2:36][CH2:37][CH2:38][CH2:39][CH2:40][CH3:41]>O>[Cl:3][C:4]1[CH:5]=[CH:6][C:7]([O:8][CH2:9][CH:10]([O:17][CH2:32][CH2:33][CH2:34][CH2:35][CH2:36][CH2:37][CH2:38][CH2:39][CH2:40][CH3:41])[CH2:11][N:12]2[CH:16]=[CH:15][N:14]=[CH:13]2)=[CH:18][CH:19]=1 |f:0.1|. Reported procedure: A 56% dispersion of sodium hydride in mineral oil (480 mg.) is added under nitrogen to a solution of 2.52 g. of 1-[3'-(4"-chlorophenoxy)-2'-hydroxypropyl]imidazole in 6 ml. dry hexamethylphosphoramide. After stirring for 1 hours at room temperature, the temperature is increased to 45° C. and stirring is continued for 2 hours. The solution is then cooled in an ice bath and 2.5 g. of 1-bromodecane in 1 ml. of hexamethylphosphoramide is added. Thereafter, the solution is stirred for 2 hours at room... The reactants are FC1=CC=C(C=O)C=C1 (4-fluorobenzaldehyde), solution, FC(F)(F)[Si](C)(C)C ((trifluoromethyl)trimethylsilane), [F-].C(CCC)[N+](CCCC)(CCCC)CCCC (tetrabutylammonium fluoride). Solvent: O1CCCC1 (tetrahydrofuran), O1CCCC1 (tetrahydrofuran). Yields the product FC1=CC=C(C=C1)C(C(F)(F)F)O (1-fluoro-4-(2,2,2-trifluoro-1-hydroxyethyl)benzene). The yield is 121.2%. Reaction SMILES: [F:1][C:2]1[CH:9]=[CH:8][C:5]([CH:6]=[O:7])=[CH:4][CH:3]=1.[F:10][C:11]([Si](C)(C)C)([F:13])[F:12].[F-].C([N+](CCCC)(CCCC)CCCC)CCC>O1CCCC1>[F:1][C:2]1[CH:9]=[CH:8][C:5]([CH:6]([OH:7])[C:11]([F:13])([F:12])[F:10])=[CH:4][CH:3]=1 |f:2.3|. Procedure: According to Reference Example 8-12, by use of 4-fluorobenzaldehyde (500 mg, 4.03 mmol), (trifluoromethyl)trimethylsilane (715 μL, 4.83 mmol), tetrabutylammonium fluoride (a 1.0 mol/L solution in tetrahydrofuran, 403 μL, 0.403 mmol) and tetrahydrofuran (10 mL), the mixture was stirred and reacted at room temperature for 30 minutes. Thus, 1-fluoro-4-(2,2,2-trifluoro-1-hydroxyethyl)benzene (Compound CS) (948 mg, yield: quantitative) was obtained. Reactants: C(C1=CC=CC=C1)OC(=O)NC[C@H](CP(O)(=O)CC1CCCCC1)O (((R)-3-benzyloxycarbonylamino-2-hydroxy-propyl)-cyclohexylmethyl-phosphinic acid), C(C)OC(OCCl)=O (carbonic acid chloromethyl ester ethyl ester). Reagents/catalysts: C([O-])([O-])=O.[Ag+2] (silver carbonate). Solvent: C1(=CC=CC=C1)C (toluene). Yields the product C(C)OC(=O)OCOP(=O)(CC1CCCCC1)CC(CNC(=O)OCC1=CC=CC=C1)O ((3-benzyloxycarbonylamino-2-hydroxy-propyl)-cyclohexylmethyl-phosphinic acid ethoxycarbonyloxymethyl ester). Yield: 23.2%. Reaction SMILES: [CH2:1]([O:8][C:9]([NH:11][CH2:12][C@@H:13]([OH:25])[CH2:14][P:15]([CH2:18][CH:19]1[CH2:24][CH2:23][CH2:22][CH2:21][CH2:20]1)(=[O:17])[OH:16])=[O:10])[C:2]1[CH:7]=[CH:6][CH:5]=[CH:4][CH:3]=1.[CH2:26]([O:28][C:29](=[O:33])[O:30][CH2:31]Cl)[CH3:27]>C1(C)C=CC=CC=1.C(=O)([O-])[O-].[Ag+2]>[CH2:26]([O:28][C:29]([O:30][CH2:31][O:17][P:15]([CH2:14][CH:13]([OH:25])[CH2:12][NH:11][C:9]([O:8][CH2:1][C:2]1[CH:7]=[CH:6][CH:5]=[CH:4][CH:3]=1)=[O:10])([CH2:18][CH:19]1[CH2:24][CH2:23][CH2:22][CH2:21][CH2:20]1)=[O:16])=[O:33])[CH3:27] |f:3.4|. Procedure: To a solution of ((R)-3-benzyloxycarbonylamino-2-hydroxy-propyl)-cyclohexylmethyl-phosphinic acid (1.0 g, 2.71 mmol) and carbonic acid chloromethyl ester ethyl ester (1.13 g, 8.16 mmol) in toluene (60 mL) was added silver carbonate (2.26 g, 8.16 mmol). The reaction mixture was heated at reflux for 3 h. The reaction mixture was then filtered and was concentrated in vacuo. Purification by gradient flash chromatography (methanol/methylene chloride) on a 35 g RediSep disposable column gave (3-benzyl...